This data is from the Open Reaction Database (ORD), a public repository of structured organic reaction records. The task is: describe an organic reaction: reactants, conditions, products, and yield Starting materials: O=C1CC(NC2=C(N1)C=CC=C2)=O (2,4-Dioxo-2,3,4,5-tetrahydro-1H-1,5-benzodiazepine), ICC(C)C (1-iodo-2-methylpropane). Product: O=C1CC(N(C2=C(N1CC(C)C)C=CC=C2)CC(C)C)=O (2,4-Dioxo-1,5-bis-(2-methylpropyl)-2,3,4,5-tetrahydro-1H-1,5-benzodiazepine). RXN SMILES: [O:1]=[C:2]1[NH:8][C:7]2[CH:9]=[CH:10][CH:11]=[CH:12][C:6]=2[NH:5][C:4](=[O:13])[CH2:3]1.I[CH2:15][CH:16]([CH3:18])[CH3:17]>>[O:13]=[C:4]1[N:5]([CH2:15][CH:16]([CH3:18])[CH3:17])[C:6]2[CH:12]=[CH:11][CH:10]=[CH:9][C:7]=2[N:8]([CH2:15][CH:16]([CH3:18])[CH3:17])[C:2](=[O:1])[CH2:3]1. Procedure: 2,4-Dioxo-1,5-bis-(2-methylpropyl)-2,3,4,5-tetrahydro-1H-1,5-benzodiazepine was prepared following General Procedure 8-M using the product from Example 8-P, Step A and 1-iodo-2-methylpropane (Aldrich). Purification was by flash chromatography eluting with EtOAc/hexanes (3:7 gradient to 1:1), then recrystallization from EtOAc/hexanes. Starting materials: Cc1cc(CCC(=O)O)nc(NC(c2ccccc2)(c2ccccc2)c2ccccc2)c1, CCN(C(C)C)C(C)C, Nc1cc(I)cnc1N, c1ccncc1. Product: Cc1cc(CCC(=O)Nc2cc(I)cnc2N)nc(NC(c2ccccc2)(c2ccccc2)c2ccccc2)c1. As a reaction SMILES: [CH3:1][c:2]1[cH:3][c:4]([CH2:28][CH2:29][C:30](=[O:31])[OH:32])[n:5][c:6]([NH:8][C:9]([c:10]2[cH:11][cH:12][cH:13][cH:14][cH:15]2)([c:16]2[cH:17][cH:18][cH:19][cH:20][cH:21]2)[c:22]2[cH:23][cH:24][cH:25][cH:26][cH:27]2)[cH:7]1.[CH:42]([N:43]([CH:44]([CH3:45])[CH3:46])[CH2:47][CH3:48])([CH3:49])[CH3:50].[NH2:33][c:34]1[n:35][cH:36][c:37]([I:41])[cH:38][c:39]1[NH2:40].[cH:51]1[cH:52][cH:53][n:54][cH:55][cH:56]1>>[CH3:1][c:2]1[cH:3][c:4]([CH2:28][CH2:29][C:30](=[O:31])[NH:40][c:39]2[c:34]([NH2:33])[n:35][cH:36][c:37]([I:41])[cH:38]2)[n:5][c:6]([NH:8][C:9]([c:10]2[cH:11][cH:12][cH:13][cH:14][cH:15]2)([c:16]2[cH:17][cH:18][cH:19][cH:20][cH:21]2)[c:22]2[cH:23][cH:24][cH:25][cH:26][cH:27]2)[cH:7]1. Reactants: C, CO, C=CC1CCCN1C(=O)OC(C)(C)C, [Pd]. Yields the product CCC1CCCN1C(=O)OC(C)(C)C. Reaction SMILES: [C:15].[CH3:17][OH:18].[CH:1](=[CH2:2])[CH:3]1[N:4]([C:8](=[O:9])[O:10][C:11]([CH3:12])([CH3:13])[CH3:14])[CH2:5][CH2:6][CH2:7]1.[Pd:16]>>[CH2:1]([CH3:2])[CH:3]1[N:4]([C:8](=[O:9])[O:10][C:11]([CH3:12])([CH3:13])[CH3:14])[CH2:5][CH2:6][CH2:7]1. Starting materials: O=C(OO)c1cccc(Cl)c1, Fc1cc2ccncc2cc1Cl, ClCCl. Yields the product [O-][n+]1ccc2cc(F)c(Cl)cc2c1. As a reaction SMILES: [Cl:13][c:14]1[cH:15][cH:16][cH:17][c:18]([C:19]([O:20][OH:22])=[O:21])[cH:23]1.[Cl:1][c:2]1[c:3]([F:12])[cH:4][c:5]2[cH:6][cH:7][n:8][cH:9][c:10]2[cH:11]1.[Cl:24][CH2:25][Cl:26]>>[Cl:1][c:2]1[c:3]([F:12])[cH:4][c:5]2[cH:6][cH:7][n+:8]([O-:21])[cH:9][c:10]2[cH:11]1. Reactants: CN(C)C, ClC(Cl)Cl, CC(C)COC(=O)Cl, ClCCl, [N-]=[N+]=[N-], [Na+], O, O=C(O)c1csc(-c2cccnc2)n1. The product is [N-]=[N+]=NC(=O)c1csc(-c2cccnc2)n1. RXN SMILES: [CH3:15][N:16]([CH3:17])[CH3:18].[CH:31]([Cl:32])([Cl:33])[Cl:34].[Cl:19][C:20]([O:21][CH2:22][CH:23]([CH3:24])[CH3:25])=[O:26].[Cl:35][CH2:36][Cl:37].[N-:28]=[N+:29]=[N-:30].[Na+:27].[OH2:38].[n:1]1[cH:2][c:3](-[c:7]2[s:8][cH:9][c:10]([C:12](=[O:13])[OH:14])[n:11]2)[cH:4][cH:5][cH:6]1>>[n:1]1[cH:2][c:3](-[c:7]2[s:8][cH:9][c:10]([C:12](=[O:14])[N:28]=[N+:29]=[N-:30])[n:11]2)[cH:4][cH:5][cH:6]1.